Dataset: the Open Reaction Database (ORD), a public repository of structured organic reaction records. Task: describe an organic reaction: reactants, conditions, products, and yield Yields the product CC=1C=C(C=CC1)NC(=O)NC(C(C)C)C(=O)O ((RS)-N-(3-Methylphenylcarbamoyl)valine). Starting materials: CC=1C=C(C=CC1)[CH2+]=NC(C(C)C)C(=O)O ((RS)-N-(3-Methylphenylcarbamo-yl)valine), C(O)([O-])=O.[Na+] (sodium hydrogen carbonate), CC=1C=C(C=CC1)N=C=O (3-methylphenyl isocyanate), (RS)-N-(3-methylphenylcarbamoyl)phenylglycine, NC(C(C)C)C(=O)O ((RS)-valine). Reaction SMILES: CC1C=C([CH2+]=NC(C(O)=O)C(C)C)C=CC=1.[NH2:17][CH:18]([C:22]([OH:24])=[O:23])[CH:19]([CH3:21])[CH3:20].C(=O)([O-])O.[Na+].[CH3:30][C:31]1[CH:32]=[C:33]([N:37]=[C:38]=[O:39])[CH:34]=[CH:35][CH:36]=1>>[CH3:30][C:31]1[CH:32]=[C:33]([NH:37][C:38]([NH:17][CH:18]([C:22]([OH:24])=[O:23])[CH:19]([CH3:21])[CH3:20])=[O:39])[CH:34]=[CH:35][CH:36]=1 |f:2.3|. Procedure details: (RS)-N-(3-Methylphenylcarbamo-yl)valine may be prepared in a manner similar to that described in Example 35 for the preparation of (RS)-N-(3-methylphenylcarbamoyl)phenylglycine, but starting with (RS)-valine (4.7 g), sodium hydrogen carbonate (3.36 g) and 3-methylphenyl isocyanate (5.14 cc). (RS)-N-(3-Methylphenylcarbamoyl)valine (6.6 g), m.p. 170° C., is thereby obtained.